Dataset: the Open Reaction Database (ORD), a public repository of structured organic reaction records. Task: describe an organic reaction: reactants, conditions, products, and yield Starting materials: CS(=O)C=1N(C(C2=C(N1)NC(C=C2)=O)=O)C2=CC=C(C=C2)OCC(F)(F)F (2-(Methylsulfinyl)-3-[4-(2,2,2-trifluoroethoxy)phenyl]pyrido[2,3-d]pyrimidine-4,7(3H,8H)-dione), C[O-].[Na+] (sodium methoxide), Cl (hydrochloric acid). Solvent: O1CCCC1 (tetrahydrofuran). Reaction conditions: time 10 minute. Yields the product COC=1N(C(C2=C(N1)NC(C=C2)=O)=O)C2=CC=C(C=C2)OCC(F)(F)F (2-methoxy-3-[4-(2,2,2-trifluoroethoxy)phenyl]pyrido[2,3-d]pyrimidine-4,7(3H,8H)-dione). The yield is 70.7%. As a reaction SMILES: CS([C:4]1[N:5]([C:16]2[CH:21]=[CH:20][C:19]([O:22][CH2:23][C:24]([F:27])([F:26])[F:25])=[CH:18][CH:17]=2)[C:6](=[O:15])[C:7]2[CH:13]=[CH:12][C:11](=[O:14])[NH:10][C:8]=2[N:9]=1)=O.[CH3:28][O-:29].[Na+].Cl>O1CCCC1>[CH3:28][O:29][C:4]1[N:5]([C:16]2[CH:21]=[CH:20][C:19]([O:22][CH2:23][C:24]([F:27])([F:26])[F:25])=[CH:18][CH:17]=2)[C:6](=[O:15])[C:7]2[CH:13]=[CH:12][C:11](=[O:14])[NH:10][C:8]=2[N:9]=1 |f:1.2|. Procedure details: 2-(Methylsulfinyl)-3-[4-(2,2,2-trifluoroethoxy)phenyl]pyrido[2,3-d]pyrimidine-4,7(3H,8H)-dione (60 mg) was suspended in tetrahydrofuran (2 ml), sodium methoxide (28% methanol solution, 200 mg) was added thereto under ice-cooling, and the mixture was stirred for 10 min. To the reaction mixture was added 1M hydrochloric acid (3 ml), and the mixture was extracted with ethyl acetate. The extract was washed with saturated brine, dried over anhydrous magnesium sulfate, and concentrated under reduced p... Starting materials: O=Cc1ccc(Cl)cc1, [Mg+2], O=S(=O)([O-])[O-], CC(N)Cc1ccccc1, c1ccccc1. Yields the product CC(Cc1ccccc1)N=Cc1ccc(Cl)cc1. RXN SMILES: [Cl:11][c:12]1[cH:13][cH:14][c:15]([CH:16]=[O:17])[cH:18][cH:19]1.[Mg+2:20].[O-:21][S:22]([O-:23])(=[O:24])=[O:25].[c:1]1([CH2:7][CH:8]([CH3:9])[NH2:10])[cH:2][cH:3][cH:4][cH:5][cH:6]1.[cH:26]1[cH:27][cH:28][cH:29][cH:30][cH:31]1>>[c:1]1([CH2:7][CH:8]([CH3:9])[N:10]=[CH:16][c:15]2[cH:14][cH:13][c:12]([Cl:11])[cH:19][cH:18]2)[cH:2][cH:3][cH:4][cH:5][cH:6]1. Reactants: CCCCCCCCOC(=O)OC(C)Cl, [F-], [K+]. Product: CCCCCCCCOC(=O)F. RXN SMILES: [C:1]([O:2][CH2:3][CH2:4][CH2:5][CH2:6][CH2:7][CH2:8][CH2:9][CH3:10])([O:11][CH:12]([Cl:13])[CH3:14])=[O:15].[F-:16].[K+:17]>>[C:1]([O:2][CH2:3][CH2:4][CH2:5][CH2:6][CH2:7][CH2:8][CH2:9][CH3:10])(=[O:15])[F:16]. Reactants: CCC1(C)CN(Cc2ccccc2)CCC1NC1CC1, CO, [H][H], [OH-], [OH-], [Pd+2]. Yields the product CCC1(C)CNCCC1NC1CC1. RXN SMILES: [CH2:1]([c:2]1[cH:3][cH:4][cH:5][cH:6][cH:7]1)[N:8]1[CH2:9][C:10]([CH3:18])([CH2:19][CH3:20])[CH:11]([NH:14][CH:15]2[CH2:16][CH2:17]2)[CH2:12][CH2:13]1.[CH3:21][OH:22].[H:23][H:24].[OH-:25].[OH-:26].[Pd+2:27]>>[NH:8]1[CH2:9][C:10]([CH3:18])([CH2:19][CH3:20])[CH:11]([NH:14][CH:15]2[CH2:16][CH2:17]2)[CH2:12][CH2:13]1. The reactants are Cc1ccc(C(=O)c2ccccc2)cc1, O=S(=O)(c1ccccc1)C(F)(F)F, CN(C)C=O. The product is Cc1ccc(C(O)(c2ccccc2)C(F)(F)F)cc1. Reaction SMILES: [CH3:14][c:15]1[cH:16][cH:17][c:18]([C:19](=[O:20])[c:21]2[cH:22][cH:23][cH:24][cH:25][cH:26]2)[cH:27][cH:28]1.[F:1][C:2]([F:3])([F:4])[S:5]([c:6]1[cH:7][cH:8][cH:9][cH:10][cH:11]1)(=[O:12])=[O:13].[O:29]=[CH:30][N:31]([CH3:32])[CH3:33]>>[F:1][C:2]([F:3])([F:4])[C:19]([c:18]1[cH:17][cH:16][c:15]([CH3:14])[cH:28][cH:27]1)([OH:20])[c:21]1[cH:22][cH:23][cH:24][cH:25][cH:26]1. The reactants are CC(=O)Oc1cc(C)cc2c1C1=C(CCC(C)C1)C(C)(C)O2, CC(=O)O, ClC(Cl)Cl, [NH4+], O=[N+]([O-])[O-]. The product is CC(=O)Oc1cc(C)cc2c1C1=C(C(=O)CC(C)C1)C(C)(C)O2. RXN SMILES: [C:1]([CH3:2])(=[O:3])[O:4][c:5]1[cH:6][c:7]([CH3:22])[cH:8][c:9]2[c:14]1[C:13]1=[C:12]([C:11]([CH3:20])([CH3:21])[O:10]2)[CH2:18][CH2:17][CH:16]([CH3:19])[CH2:15]1.[CH3:32][C:33](=[O:34])[OH:35].[CH:23]([Cl:24])([Cl:25])[Cl:26].[NH4+:27].[O-:28][N+:29](=[O:30])[O-:31]>>[C:1]([CH3:2])(=[O:3])[O:4][c:5]1[cH:6][c:7]([CH3:22])[cH:8][c:9]2[c:14]1[C:13]1=[C:12]([C:11]([CH3:20])([CH3:21])[O:10]2)[C:18](=[O:28])[CH2:17][CH:16]([CH3:19])[CH2:15]1. Starting materials: C(C1=CC=CC=C1)N([C@H]1CC2=C(C=CC=C2CC1)Br)CC1=CC=CC=C1 ((2R)-N,N-dibenzyl-8-bromo-1,2,3,4-tetrahydronaphthalen-2-amine), FC1=NC=CC=C1B(O)O (2-fluoropyridine-3-boronic acid). The product is C(C1=CC=CC=C1)N([C@H]1CC2=C(C=CC=C2CC1)C=1C(=NC=CC1)F)CC1=CC=CC=C1 ((2R)-N,N-dibenzyl-8-(2-fluoropyridin-3-yl)-1,2,3,4-tetrahydronaphthalen-2-amine). The yield is 75.0%. RXN SMILES: [CH2:1]([N:8]([CH2:20][C:21]1[CH:26]=[CH:25][CH:24]=[CH:23][CH:22]=1)[C@@H:9]1[CH2:18][CH2:17][C:16]2[C:11](=[C:12](Br)[CH:13]=[CH:14][CH:15]=2)[CH2:10]1)[C:2]1[CH:7]=[CH:6][CH:5]=[CH:4][CH:3]=1.[F:27][C:28]1[C:33](B(O)O)=[CH:32][CH:31]=[CH:30][N:29]=1>>[CH2:1]([N:8]([CH2:20][C:21]1[CH:26]=[CH:25][CH:24]=[CH:23][CH:22]=1)[C@@H:9]1[CH2:18][CH2:17][C:16]2[C:11](=[C:12]([C:33]3[C:28]([F:27])=[N:29][CH:30]=[CH:31][CH:32]=3)[CH:13]=[CH:14][CH:15]=2)[CH2:10]1)[C:2]1[CH:7]=[CH:6][CH:5]=[CH:4][CH:3]=1. Procedure details: The title compound was synthesized as described for Intermediate example I-4 in 75% yield, starting from (2R)-N,N-dibenzyl-8-bromo-1,2,3,4-tetrahydronaphthalen-2-amine and 2-fluoropyridine-3-boronic acid; 1H NMR (400 MHz, DMSO-d6) δ ppm 8.29-8.34 (m, 1 H), 7.78-7.89 (m, 1 H), 7.41-7.52 (m, 1 H), 7.21-7.30 (m, 8 H), 7.11-7.21 (m, 4 H), 7.01 (dd, 1 H), 3.51-3.61 (m, 4 H), 2.89-3.00 (m, 1 H), 2.83 (br. s., 1 H), 2.59-2.78 (m, 2 H), 2.34-2.46 (m, 1 H), 2.00-2.12 (m, 1 H), 1.64-1.79 (m, 1 H); MS (ESI... The reactants are BrCc1ccccc1, OCCCCCCCCCCCCBr, C1CCOC1, [Cl-], [H-], [NH4+], [Na+]. The product is BrCCCCCCCCCCCCOCc1ccccc1. Reaction SMILES: [Br:17][CH2:18][c:19]1[cH:20][cH:21][cH:22][cH:23][cH:24]1.[Br:1][CH2:2][CH2:3][CH2:4][CH2:5][CH2:6][CH2:7][CH2:8][CH2:9][CH2:10][CH2:11][CH2:12][CH2:13][OH:14].[CH2:27]1[O:28][CH2:29][CH2:30][CH2:31]1.[Cl-:25].[H-:15].[NH4+:26].[Na+:16]>>[Br:1][CH2:2][CH2:3][CH2:4][CH2:5][CH2:6][CH2:7][CH2:8][CH2:9][CH2:10][CH2:11][CH2:12][CH2:13][O:14][CH2:18][c:19]1[cH:20][cH:21][cH:22][cH:23][cH:24]1.